This data is from the Open Reaction Database (ORD), a public repository of structured organic reaction records. The task is: describe an organic reaction: reactants, conditions, products, and yield Starting materials: O=C([O-])O, CCN(CC)c1nsc(NC(=O)NC)c1C#N, [Na+], O=S(=O)(O)O. Product: CCN(CC)c1nsc(NC(=O)NC)c1C(N)=O. As a reaction SMILES: [C:18]([O-:19])(=[O:20])[OH:21].[CH3:1][NH:2][C:3](=[O:4])[NH:5][c:6]1[c:7]([C:16]#[N:17])[c:8]([N:11]([CH2:12][CH3:13])[CH2:14][CH3:15])[n:9][s:10]1.[Na+:22].[S:23](=[O:24])(=[O:25])([OH:26])[OH:27]>>[CH3:1][NH:2][C:3](=[O:4])[NH:5][c:6]1[c:7]([C:16]([NH2:17])=[O:19])[c:8]([N:11]([CH2:12][CH3:13])[CH2:14][CH3:15])[n:9][s:10]1. Starting materials: FC(OC1=CC=C(C=C1)N=C=O)(F)F (4-(Trifluoromethoxy)phenyl isocyanate), NC(C(=O)N(CCN(C)C)CC1=CC=CC=C1)C(C)C (2-Amino-N-benzyl-N-(2-dimethylamino-ethyl)-3-methyl-butyramide). The solvent is ClCCl (dichloromethane). Conditions: time 18 hour. Product: C(C1=CC=CC=C1)N(C([C@H](C(C)C)NC(=O)NC1=CC=C(C=C1)OC(F)(F)F)=O)CCN(C)C (N-Benzyl-N-(2-dimethylamino-ethyl)-3-methyl-2-(S)-[3-(4-trifluoromethoxy-phenyl)-ureido]-butyramide). The yield is 69.4%. Reaction SMILES: [F:1][C:2]([F:14])([F:13])[O:3][C:4]1[CH:9]=[CH:8][C:7]([N:10]=[C:11]=[O:12])=[CH:6][CH:5]=1.[NH2:15][CH:16]([CH:32]([CH3:34])[CH3:33])[C:17]([N:19]([CH2:25][C:26]1[CH:31]=[CH:30][CH:29]=[CH:28][CH:27]=1)[CH2:20][CH2:21][N:22]([CH3:24])[CH3:23])=[O:18]>ClCCl>[CH2:25]([N:19]([CH2:20][CH2:21][N:22]([CH3:23])[CH3:24])[C:17](=[O:18])[C@@H:16]([NH:15][C:11]([NH:10][C:7]1[CH:6]=[CH:5][C:4]([O:3][C:2]([F:13])([F:14])[F:1])=[CH:9][CH:8]=1)=[O:12])[CH:32]([CH3:33])[CH3:34])[C:26]1[CH:31]=[CH:30][CH:29]=[CH:28][CH:27]=1. Procedure: 4-(Trifluoromethoxy)phenyl isocyanate (0.18 g, 0.86 mmole) was slowly added to a solution of 13 (0.20 g, 0.72 mmole) in dichloromethane (20 mL) at 0° C. The solution was allowed to warm to room temperature and stirred for 18 h. The reaction was then quenched with water (20 mL), and the organic layer was dried over anhydrous sodium sulfate, filtered and concentrated by rotary evaporation. The organic residue was purified by flash chromatographey on silica gel, eluting with dichloromethane/2.0 M a...